describe an organic reaction: reactants, conditions, products, and yield From a dataset of the Open Reaction Database (ORD), a public repository of structured organic reaction records. The reactants are Cc1cc(Cl)c(OCCOc2ccc(CC(CNC(=O)OC(C)(C)C)c3ccc(Br)cc3C)cc2)c(Cl)c1, COCCCc1ccccc1B(O)O. Product: COCCCc1ccccc1-c1ccc(C(CNC(=O)OC(C)(C)C)Cc2ccc(OCCOc3c(Cl)cc(C)cc3Cl)cc2)c(C)c1. RXN SMILES: [Br:15][c:16]1[cH:17][c:18]([CH3:52])[c:19]([CH:22]([CH2:23][NH:24][C:25]([O:26][C:27]([CH3:28])([CH3:29])[CH3:30])=[O:31])[CH2:32][c:33]2[cH:34][cH:35][c:36]([O:39][CH2:40][CH2:41][O:42][c:43]3[c:44]([Cl:51])[cH:45][c:46]([CH3:50])[cH:47][c:48]3[Cl:49])[cH:37][cH:38]2)[cH:20][cH:21]1.[CH3:1][O:2][CH2:3][CH2:4][CH2:5][c:6]1[c:7]([B:12]([OH:13])[OH:14])[cH:8][cH:9][cH:10][cH:11]1>>[CH3:1][O:2][CH2:3][CH2:4][CH2:5][c:6]1[c:7](-[c:16]2[cH:17][c:18]([CH3:52])[c:19]([CH:22]([CH2:23][NH:24][C:25]([O:26][C:27]([CH3:28])([CH3:29])[CH3:30])=[O:31])[CH2:32][c:33]3[cH:34][cH:35][c:36]([O:39][CH2:40][CH2:41][O:42][c:43]4[c:44]([Cl:51])[cH:45][c:46]([CH3:50])[cH:47][c:48]4[Cl:49])[cH:37][cH:38]3)[cH:20][cH:21]2)[cH:8][cH:9][cH:10][cH:11]1.